The task is: describe an organic reaction: reactants, conditions, products, and yield. This data is from the Open Reaction Database (ORD), a public repository of structured organic reaction records. Starting materials: CC(C)=CCN(c1ccc(OCc2ccccc2)cc1)C1CCNCC1, CC(C)(C)CC=O, CC(C)=CCN(c1ccc(C(C)C)cc1)C1CCNCC1. Product: CC(C)=CCN(c1ccc(C(C)C)cc1)C1CCN(CCC(C)(C)C)CC1. Reaction SMILES: [CH2:22]([O:23][c:24]1[cH:25][cH:26][c:27]([N:28]([CH2:29][CH:30]=[C:31]([CH3:32])[CH3:33])[CH:34]2[CH2:35][CH2:36][NH:37][CH2:38][CH2:39]2)[cH:40][cH:41]1)[c:42]1[cH:43][cH:44][cH:45][cH:46][cH:47]1.[CH3:48][C:49]([CH2:50][CH:51]=[O:52])([CH3:53])[CH3:54].[CH:1]([CH3:2])([CH3:3])[c:4]1[cH:5][cH:6][c:7]([N:10]([CH:11]2[CH2:12][CH2:13][NH:14][CH2:15][CH2:16]2)[CH2:17][CH:18]=[C:19]([CH3:20])[CH3:21])[cH:8][cH:9]1>>[CH:1]([CH3:2])([CH3:3])[c:4]1[cH:5][cH:6][c:7]([N:10]([CH:11]2[CH2:12][CH2:13][N:14]([CH2:51][CH2:50][C:49]([CH3:48])([CH3:53])[CH3:54])[CH2:15][CH2:16]2)[CH2:17][CH:18]=[C:19]([CH3:20])[CH3:21])[cH:8][cH:9]1. Starting materials: ClC=1C(=CC2=C(C1)C1=C(CN(CC1)CC(C)NCC)C(O2)=O)C (9-chloro-3-[2-(ethylamino)propyl]-1,2,3,4-tetrahydro-8-methyl-5H-[1]benzopyrano[3,4-c]pyridin-5-one), [BH4-].[Na+] (sodium borohydride), C(C)(=O)O (acetic acid). The product is ClC=1C(=CC2=C(C1)C1=C(CN(CC1)CC(C)N(CC)CC)C(O2)=O)C (9-Chloro-3-[2-(diethylamino)propyl]-1,2,3,4-tetrahydro-8-methyl-5H-[1]benzopyrano[3,4-c]pyridin-5-one). RXN SMILES: [Cl:1][C:2]1[C:3]([CH3:23])=[CH:4][C:5]2[O:21][C:20](=[O:22])[C:9]3[CH2:10][N:11]([CH2:14][CH:15]([NH:17][CH2:18][CH3:19])[CH3:16])[CH2:12][CH2:13][C:8]=3[C:6]=2[CH:7]=1.[BH4-].[Na+].[C:26](O)(=O)[CH3:27]>>[Cl:1][C:2]1[C:3]([CH3:23])=[CH:4][C:5]2[O:21][C:20](=[O:22])[C:9]3[CH2:10][N:11]([CH2:14][CH:15]([N:17]([CH2:26][CH3:27])[CH2:18][CH3:19])[CH3:16])[CH2:12][CH2:13][C:8]=3[C:6]=2[CH:7]=1 |f:1.2|. Reported procedure: Prepared by the method described for Example 59 from 9-chloro-3-[2-(ethylamino)propyl]-1,2,3,4-tetrahydro-8-methyl-5H-[1]benzopyrano[3,4-c]pyridin-5-one (0.9 g, 0.003 moles), glacial acetic acid (5 ml), and sodium borohydride (0.6 g, 0.016 moles). Recrystallization from isopropyl ether gave the product (0.45 g), mp 78°-80° C.